From a dataset of the Open Reaction Database (ORD), a public repository of structured organic reaction records. describe an organic reaction: reactants, conditions, products, and yield Reactants: [OH-].[Na+] (sodium hydroxide), O=C1NC2=CC=CC=C2CC1C(=O)OC (methyl 2-oxo-1,2,3,4-tetrahydro-3-quinolinecarboxylate), Cl (Hydrochloric acid). The solvent is C1CCOC1 (THF), CO (methanol). Reaction conditions: time 4 hour. The product is O=C1NC2=CC=CC=C2CC1C(=O)O (2-Oxo-1,2,3,4-tetrahydro-3-quinolinecarboxylic acid). Yield: 90.7%. RXN SMILES: [OH-].[Na+].[O:3]=[C:4]1[CH:13]([C:14]([O:16]C)=[O:15])[CH2:12][C:11]2[C:6](=[CH:7][CH:8]=[CH:9][CH:10]=2)[NH:5]1.Cl>C1COCC1.CO>[O:3]=[C:4]1[CH:13]([C:14]([OH:16])=[O:15])[CH2:12][C:11]2[C:6](=[CH:7][CH:8]=[CH:9][CH:10]=2)[NH:5]1 |f:0.1|. Reported procedure: 1N Aqueous sodium hydroxide solution (80 ml) was added dropwise to the mixed solution of methyl 2-oxo-1,2,3,4-tetrahydro-3-quinolinecarboxylate (8.322 g) in THF (80 ml) and methanol (80 ml) at 0° C. The reaction mixture was stirred at room temperature for 4 hours. 1N Hydrochloric acid (90 ml) was added dropwise to the reaction mixture at 0° C., which was then extracted with ethyl acetate. The organic layer was washed with a saturated aqueous sodium chloride solution, then dried and concentrated ...